From a dataset of the Open Reaction Database (ORD), a public repository of structured organic reaction records. describe an organic reaction: reactants, conditions, products, and yield The reactants are CC(O)c1cccc(Br)n1, CS(C)=O, O=C(Cl)C(=O)Cl, ClCCl. Product: CC(=O)c1cccc(Br)n1. RXN SMILES: [Br:11][c:12]1[cH:13][cH:14][cH:15][c:16]([CH:18]([CH3:19])[OH:20])[n:17]1.[CH3:7][S:8]([CH3:9])=[O:10].[Cl:1][C:2]([C:3]([Cl:4])=[O:5])=[O:6].[Cl:21][CH2:22][Cl:23]>>[Br:11][c:12]1[cH:13][cH:14][cH:15][c:16]([C:18]([CH3:19])=[O:20])[n:17]1. Reactants: C[Si](Cl)(Cl)C (dimethyldichlorosilane), CC=1CC=2C=CC3=C(C2C1[Li])C=CC=C3 (2-methylbenzo[e]indenyllithium), CC=1CC=2C=CC3=C(C2C1[Li])C=CC=C3 (2-methylbenzo[e]indenyllithium). Solvent: O1CCCC1.C(C)OCC (tetrahydrofuran diethyl ether), O1CCCC1.C(C)OCC (tetrahydrofuran diethyl ether). Run at temperature 0 celsius. The product is CC=1CC=2C=CC3=C(C2C1[Si](Cl)(C)C)C=CC=C3 (2-methylbenzo[e]indenyldimethylchorosilane). Yield: 100.0%. RXN SMILES: [CH3:1][C:2]1[CH2:3][C:4]2[CH:5]=[CH:6][C:7]3[CH:15]=[CH:14][CH:13]=[CH:12][C:8]=3[C:9]=2[C:10]=1[Li].[CH3:16][Si:17]([CH3:20])(Cl)[Cl:18]>O1CCCC1.C(OCC)C>[CH3:1][C:2]1[CH2:3][C:4]2[CH:5]=[CH:6][C:7]3[CH:15]=[CH:14][CH:13]=[CH:12][C:8]=3[C:9]=2[C:10]=1[Si:17]([CH3:20])([CH3:16])[Cl:18] |f:2.3|. Procedure details: The thus-obtained white solid (2-methylbenzo[e]indenyllithium, 0.94 g, 5.1 mmols) was dissolved in dry tetrahydrofuran/diethyl ether (40 ml, 1/1 v/v). On the other hand, dimethyldichlorosilane (2.60 g, 20.2 mmols) was dissolved in dry tetrahydrofuran/diethyl ether (20 ml, 1/1 v/v), and the resulting solution was dropwise added to the previously-prepared 2-methylbenzo[e]indenyllithium solution at −5° C., over 1 hour. After the addition, this was immediately warmed up to 0° C. with stirring, and f... Reactants: C(CCC)C1=CC=C(C=C1)C(C(C)O)=C (3-(4-Butylphenyl)-3-buten-2-ol). Reagents/catalysts: [O-2].[O-2].[Mn+4] (manganese dioxide). Solvent: C(Cl)Cl (methylene chloride). Run at time 8 hour. Yields the product C(CCC)C1=CC=C(C=C1)C(C(C)=O)=C (3-(4-Butylphenyl)-3-buten-2-one). As a reaction SMILES: [CH2:1]([C:5]1[CH:10]=[CH:9][C:8]([C:11](=[CH2:15])[CH:12]([OH:14])[CH3:13])=[CH:7][CH:6]=1)[CH2:2][CH2:3][CH3:4]>C(Cl)Cl.[O-2].[O-2].[Mn+4]>[CH2:1]([C:5]1[CH:6]=[CH:7][C:8]([C:11](=[CH2:15])[C:12](=[O:14])[CH3:13])=[CH:9][CH:10]=1)[CH2:2][CH2:3][CH3:4] |f:2.3.4|. Procedure details: 1.07 g of alcohol 51 is dissolved in 100 ml of methylene chloride, and 9.1 g of manganese dioxide is added under nitrogen. It is stirred overnight at room temperature, filtered on Celite and the residue is chromatographed on silica gel with ethyl acetate/hexane, whereby 301 mg of title compound 52 in addition to 395 mg of the starting material are obtained as colorless oils. Reactants: C1CNC1, O=C([O-])c1cc2nccc(Cl)c2s1, [Li+], O=S(Cl)Cl. The product is O=C(c1cc2nccc(Cl)c2s1)N1CCC1. As a reaction SMILES: [CH2:19]1[CH2:20][NH:21][CH2:22]1.[Cl:1][c:2]1[c:3]2[c:4]([n:5][cH:6][cH:7]1)[cH:8][c:9]([C:11](=[O:12])[O-:13])[s:10]2.[Li+:14].[S:15]([Cl:16])([Cl:17])=[O:18]>>[Cl:1][c:2]1[c:3]2[c:4]([n:5][cH:6][cH:7]1)[cH:8][c:9]([C:11](=[O:13])[N:21]1[CH2:20][CH2:19][CH2:22]1)[s:10]2.